Dataset: the Open Reaction Database (ORD), a public repository of structured organic reaction records. Task: describe an organic reaction: reactants, conditions, products, and yield The reactants are C(C)OP(=O)(OCC)CCCNC(NC=1C=C(C=CC1)C=1N(N=NC1S)C)=O (4-[3-{3-(3-diethylphosphonopropyl) ureido}phenyl]-3-methyl-5-mercaptotriazole). Solvent: Cl (hydrochloric acid), Cl (hydrochloric acid). Yields the product P(=O)(O)(O)CCCNC(NC=1C=C(C=CC1)C=1N(N=NC1S)C)=O (4-[3-{3-(3-phosphonopropyl)ureido}phenyl]-3-methyl-5-mercaptotriazole). Reaction SMILES: C([O:3][P:4]([CH2:9][CH2:10][CH2:11][NH:12][C:13](=[O:28])[NH:14][C:15]1[CH:16]=[C:17]([C:21]2[N:22]([CH3:27])[N:23]=[N:24][C:25]=2[SH:26])[CH:18]=[CH:19][CH:20]=1)([O:6]CC)=[O:5])C>Cl>[P:4]([CH2:9][CH2:10][CH2:11][NH:12][C:13](=[O:28])[NH:14][C:15]1[CH:16]=[C:17]([C:21]2[N:22]([CH3:27])[N:23]=[N:24][C:25]=2[SH:26])[CH:18]=[CH:19][CH:20]=1)([OH:5])([OH:6])=[O:3]. Procedure: 80 ml of 12N hydrochloric acid was added to 2.0 g of 4-[3-{3-(3-phosphonopropyl)ureido}phenyl]-3-methyl-5-mercaptotriazole (9) thus obtained. The system was allowed to undergo reaction at a temperature of 90° C. over 8 hours. After the completion of the reaction, hydrochloric acid was distilled off under reduced pressure. 20 ml of water was added to the system. The system was then dissolved under heating. Sodium chloride was gradually added to the solution to deposit crystals. The addition of so...